From a dataset of the Open Reaction Database (ORD), a public repository of structured organic reaction records. describe an organic reaction: reactants, conditions, products, and yield The reactants are O=C([O-])[O-], CC1CCCN1CCCOc1ccc(C(=O)NC2(CO)CCN(Cc3ccccc3)CC2)cc1, CCN(CC)S(F)(F)F, ClCCl, [K+], [K+]. Product: CC1CCCN1CCCOc1ccc(C2=NC3(CCN(Cc4ccccc4)CC3)CO2)cc1. Reaction SMILES: [C:44](=[O:45])([O-:46])[O-:47].[CH2:1]([c:2]1[cH:3][cH:4][cH:5][cH:6][cH:7]1)[N:8]1[CH2:9][CH2:10][C:11]([CH2:14][OH:15])([NH:16][C:17]([c:18]2[cH:19][cH:20][c:21]([O:24][CH2:25][CH2:26][CH2:27][N:28]3[CH:29]([CH3:33])[CH2:30][CH2:31][CH2:32]3)[cH:22][cH:23]2)=[O:34])[CH2:12][CH2:13]1.[CH2:35]([N:36]([S:37]([F:38])([F:39])[F:40])[CH2:41][CH3:42])[CH3:43].[Cl:50][CH2:51][Cl:52].[K+:48].[K+:49]>>[CH2:1]([c:2]1[cH:3][cH:4][cH:5][cH:6][cH:7]1)[N:8]1[CH2:9][CH2:10][C:11]2([CH2:12][CH2:13]1)[CH2:14][O:15][C:17]([c:18]1[cH:19][cH:20][c:21]([O:24][CH2:25][CH2:26][CH2:27][N:28]3[CH:29]([CH3:33])[CH2:30][CH2:31][CH2:32]3)[cH:22][cH:23]1)=[N:16]2.